Dataset: the Open Reaction Database (ORD), a public repository of structured organic reaction records. Task: describe an organic reaction: reactants, conditions, products, and yield Procedure details: A mixture of 17.5 g. (0.052 mole) of 7-benzylthio-8-nitro-1,2,3,4-tetrahydroisoquinoline hydrochloride, 15 ml. of acetic anhydride and 4.5 g. (0.055 mole) of sodium acetate in 150 ml. of acetic acid was heated on a steam bath for one hour, then evaporated. Water and aqueous ammonia was added to the residue until the mixture was basic. The mixture was extracted with methylene chloride, the extracts combined and washed with water, 10% hydrochloric acid, 5% sodium bicarbonate, dried over sodium sul... The product is C(C)(=O)N1CC2=C(C(=CC=C2CC1)SCC1=CC=CC=C1)[N+](=O)[O-] (2-acetyl-7-benzylthio-8-nitro-1,2,3,4-tetrahydroisoquinoline). RXN SMILES: Cl.[CH2:2]([S:9][C:10]1[C:19]([N+:20]([O-:22])=[O:21])=[C:18]2[C:13]([CH2:14][CH2:15][NH:16][CH2:17]2)=[CH:12][CH:11]=1)[C:3]1[CH:8]=[CH:7][CH:6]=[CH:5][CH:4]=1.[C:23](OC(=O)C)(=[O:25])[CH3:24].C([O-])(=O)C.[Na+]>C(O)(=O)C>[C:23]([N:16]1[CH2:15][CH2:14][C:13]2[C:18](=[C:19]([N+:20]([O-:22])=[O:21])[C:10]([S:9][CH2:2][C:3]3[CH:4]=[CH:5][CH:6]=[CH:7][CH:8]=3)=[CH:11][CH:12]=2)[CH2:17]1)(=[O:25])[CH3:24] |f:0.1,3.4|. Solvent: C(C)(=O)O (acetic acid). The reactants are Cl.C(C1=CC=CC=C1)SC1=CC=C2CCNCC2=C1[N+](=O)[O-] (7-benzylthio-8-nitro-1,2,3,4-tetrahydroisoquinoline hydrochloride), C(C)(=O)OC(C)=O (acetic anhydride), C(C)(=O)[O-].[Na+] (sodium acetate). Starting materials: Br.C(C1=CC=CC=C1)SC(=N)C1=CSC=C1 (Thiophene-3-carboximidothioic acid benzyl ester hydrobromide), C(C)OC1=CC=C(CC2=NC3=C(N2CCN(CC)CC)C=CC(=C3)[N+](=O)[O-])C=C1 ({2-[2-(4-Ethoxy-benzyl)-5-nitro-benzoimidazol-1-yl]-ethyl}-diethyl-amine), amine. Reaction conditions: time 108 hour. Product: solid 16, C(C)N(CCN1C(=NC2=C1C=CC(=C2)NC(=N)C2=CSC=C2)CC2=CC=C(C=C2)OCC)CC (N-(1-(2-(diethylamino)ethyl)-2-(4-ethoxybenzyl)-1H-benzo[d]imidazol-5-yl)thiophene-3-carboximidamide). Reaction SMILES: [CH2:1]([O:3][C:4]1[CH:29]=[CH:28][C:7]([CH2:8][C:9]2[N:13]([CH2:14][CH2:15][N:16]([CH2:19][CH3:20])[CH2:17][CH3:18])[C:12]3[CH:21]=[CH:22][C:23]([N+:25]([O-])=O)=[CH:24][C:11]=3[N:10]=2)=[CH:6][CH:5]=1)[CH3:2].Br.C(S[C:39]([C:41]1[CH:45]=[CH:44][S:43][CH:42]=1)=[NH:40])C1C=CC=CC=1>>[CH2:17]([N:16]([CH2:19][CH3:20])[CH2:15][CH2:14][N:13]1[C:12]2[CH:21]=[CH:22][C:23]([NH:25][C:39]([C:41]3[CH:45]=[CH:44][S:43][CH:42]=3)=[NH:40])=[CH:24][C:11]=2[N:10]=[C:9]1[CH2:8][C:7]1[CH:28]=[CH:29][C:4]([O:3][CH2:1][CH3:2])=[CH:5][CH:6]=1)[CH3:18] |f:1.2|. Procedure: {2-[2-(4-Ethoxy-benzyl)-5-nitro-benzoimidazol-1-yl]-ethyl}-diethyl-amine 7a (108 mg, 0.273 mmol) was reduced to the amine 8a as outlined above and the resulting ethanolic solution charged to a small, argon purged flask fitted with a magnetic stirbar. Thiophene-3-carboximidothioic acid benzyl ester hydrobromide 9f (182 mg, 0.575 mmol) is added to the flask and the reaction was stirred under Ar at ambient temperature for 108 hours. The solvent was evaporated and the residue partitioned between H2O... Starting materials: FC1=C(C#N)C=CC(=C1)N1C2=CC=CC=C2C=2C(=CC=CC12)C1=NC2=C(N1)C=C(C=C2)F (2-fluoro-4-[4-(6-fluoro-1H-benzimidazol-2-yl)-9H-carbazol-9-yl]benzonitrile), aqueous solution, [OH-].[Na+] (sodium hydroxide), aqueous solution, OO (hydrogen peroxide), C([O-])([O-])=O.[K+].[K+] (potassium carbonate), NCCOCCO (2-(2-aminoethoxy)ethanol). The solvent is CS(=O)C (dimethyl sulphoxide), C(C)O (ethanol). The product is FC=1C=CC2=C(NC(=N2)C2=CC=CC=3N(C4=CC=CC=C4C23)C2=CC(=C(C(=O)N)C=C2)NCCOCCO)C1 (4-[4-(6-fluoro-1H-benzimidazol-2-yl)-9H-carbazol-9-yl]-2-[2-(2-hydroxyethoxy)ethylamino]benzamide). Reaction SMILES: F[C:2]1[CH:9]=[C:8]([N:10]2[C:22]3[CH:21]=[CH:20][CH:19]=[C:18]([C:23]4[NH:27][C:26]5[CH:28]=[C:29]([F:32])[CH:30]=[CH:31][C:25]=5[N:24]=4)[C:17]=3[C:16]3[C:11]2=[CH:12][CH:13]=[CH:14][CH:15]=3)[CH:7]=[CH:6][C:3]=1[C:4]#[N:5].C(=O)([O-])[O-:34].[K+].[K+].[NH2:39][CH2:40][CH2:41][O:42][CH2:43][CH2:44][OH:45].[OH-].[Na+].OO>CS(C)=O.C(O)C>[F:32][C:29]1[CH:30]=[CH:31][C:25]2[N:24]=[C:23]([C:18]3[C:17]4[C:16]5[C:11](=[CH:12][CH:13]=[CH:14][CH:15]=5)[N:10]([C:8]5[CH:7]=[CH:6][C:3]([C:4]([NH2:5])=[O:34])=[C:2]([NH:39][CH2:40][CH2:41][O:42][CH2:43][CH2:44][OH:45])[CH:9]=5)[C:22]=4[CH:21]=[CH:20][CH:19]=3)[NH:27][C:26]=2[CH:28]=1 |f:1.2.3,5.6|. Procedure: The process is carried out as in stage 3 of Example 3, but using 84 mg of 2-fluoro-4-[4-(6-fluoro-1H-benzimidazol-2-yl)-9H-carbazol-9-yl]benzonitrile, obtained according to stage 2 of Example 3, 83 mg of potassium carbonate and 421 mg of 2-(2-aminoethoxy)ethanol in 0.67 ml of dimethyl sulphoxide. 0.4 ml of a 1M aqueous solution of sodium hydroxide, 0.4 ml of a 30% aqueous solution of hydrogen peroxide and 2 ml of ethanol are then added to the reaction medium. After treatment and purification as ... Starting materials: CCCC[N+](CCCC)(CCCC)CCCC.[F-] (TBAF), FC1=CC(=C(C=C1)CC(=O)OC)C#C[Si](C)(C)C (methyl 2-(4-fluoro-2-((trimethylsilyl)ethynyl)phenyl)acetate). As a reaction SMILES: CCCC[N+](CCCC)(CCCC)CCCC.[F-].[F:19][C:20]1[CH:25]=[CH:24][C:23]([CH2:26][C:27]([O:29][CH3:30])=[O:28])=[C:22]([C:31]#[C:32][Si](C)(C)C)[CH:21]=1>C(Cl)Cl.O>[C:31]([C:22]1[CH:21]=[C:20]([F:19])[CH:25]=[CH:24][C:23]=1[CH2:26][C:27]([O:29][CH3:30])=[O:28])#[CH:32] |f:0.1|. Isolated yield 69.0%. Procedure: A solution of TBAF (1.0 M in THF; 2.0 mL, 2.0 mmol) was added to a stirred solution of methyl 2-(4-fluoro-2-((trimethylsilyl)ethynyl)phenyl)acetate (A49) (0.212 g, 0.802 mmol) in DCM (5 mL). After 2 minutes the resulting mixture was diluted with water (100 mL) and DCM (50 mL). The organic fraction was separated and adsorbed onto silica gel then purified using column chromatography (Biotage Isolera, 12 g SiO2 Cartridge, 0-20% EtOAc in petroleum benzine 40-60° C.) to give the title compound A50 as... Solvent: C(Cl)Cl (DCM), O (water), C(Cl)Cl (DCM). Product: C(#C)C1=C(C=CC(=C1)F)CC(=O)OC (Methyl 2-(2-ethynyl-4-fluorophenyl)acetate), oil.